This data is from the Open Reaction Database (ORD), a public repository of structured organic reaction records. The task is: describe an organic reaction: reactants, conditions, products, and yield Starting materials: C(C1=CC=CC=C1)N1C[C@H]2[C@@H](C1)[C@@H](CC2)NC([C@H](CC(C)C)N2CCOCC2)=O ((S)—N-((3aS,4R,6aR)-2-benzyloctahydrocyclopenta[c]pyrrol-4-yl)-4-methyl-2-morpholinopentanamide), FC(C=1C=C(C(=O)Cl)C=CC1)(F)F (3-(trifluoromethyl)benzoyl chloride), FC(C=1C=C(C=CC1)S(=O)(=O)Cl)(F)F (3-(trifluoromethyl)benzene-1-sulfonyl chloride). Yields the product CC(C[C@@H](C(=O)N[C@@H]1CC[C@H]2CN(C[C@H]21)C(C2=CC(=CC=C2)C(F)(F)F)=O)N2CCCC2)C ((2S)-4-methyl-2-pyrrolidin-1-yl-N-{(3aS,4R,6aR)-2-[3-(trifluoromethyl)benzoyl]octahydrocyclopenta[c]pyrrol-4-yl}pentanamide). RXN SMILES: C([N:8]1[CH2:12][C@H:11]2[C@H:13]([NH:16][C:17](=[O:29])[C@@H:18]([N:23]3[CH2:28][CH2:27]O[CH2:25][CH2:24]3)[CH2:19][CH:20]([CH3:22])[CH3:21])[CH2:14][CH2:15][C@H:10]2[CH2:9]1)C1C=CC=CC=1.[F:30][C:31]([F:42])([F:41])[C:32]1[CH:33]=[C:34]([CH:38]=[CH:39][CH:40]=1)[C:35](Cl)=[O:36].FC(F)(F)C1C=C(S(Cl)(=O)=O)C=CC=1>>[CH3:21][CH:20]([CH3:22])[CH2:19][C@H:18]([N:23]1[CH2:28][CH2:27][CH2:25][CH2:24]1)[C:17]([NH:16][C@H:13]1[C@H:11]2[C@H:10]([CH2:9][N:8]([C:35](=[O:36])[C:34]3[CH:38]=[CH:39][CH:40]=[C:32]([C:31]([F:42])([F:41])[F:30])[CH:33]=3)[CH2:12]2)[CH2:15][CH2:14]1)=[O:29]. Procedure: The title compound was prepared by substituting (2S)—N-[(3aS,4R,6aR)-2-benzyloctahydrocyclopenta[c]pyrrol-4-yl]-4-methyl-2-pyrrolidin-1-ylpentanamide from Example 250 for (S)—N-((3aS,4R,6aR)-2-benzyloctahydrocyclopenta[c]pyrrol-4-yl)-4-methyl-2-morpholinopentanamide and 3-(trifluoromethyl)benzoyl chloride for 3-(trifluoromethyl)benzene-1-sulfonyl chloride in the procedures described in Example 319: 1H NMR (500 MHz, pyridine-d5) δ ppm 8.41-8.17 (m, 1H), 8.14-8.05 (m, 1H), 8.01-7.78 (m, 1H), 7.76-... The reactants are N(=NC(=O)OCC)C(=O)OCC (diethyl azodicarboxylate), C(CCC)NS(=O)(=O)C1=CC=C(C=C1)C (N-butyl-4-methyl-benzenesulfonamide), C(CO)O (ethylene glycol), C1(=CC=CC=C1)P(C1=CC=CC=C1)C1=CC=CC=C1 (triphenylphosphine). The solvent is O1CCCC1 (tetrahydrofuran). Yields the product C(CCC)N(S(=O)(=O)C1=CC=C(C=C1)C)CCO (N-butyl-N-(2-hydroxy-ethyl)-4-methyl-benzenesulfonamide). Reaction SMILES: [CH2:1]([NH:5][S:6]([C:9]1[CH:14]=[CH:13][C:12]([CH3:15])=[CH:11][CH:10]=1)(=[O:8])=[O:7])[CH2:2][CH2:3][CH3:4].C1(P(C2C=CC=CC=2)C2C=CC=CC=2)C=CC=CC=1.[CH2:35](O)[CH2:36][OH:37].N(C(OCC)=O)=NC(OCC)=O>O1CCCC1>[CH2:1]([N:5]([CH2:35][CH2:36][OH:37])[S:6]([C:9]1[CH:10]=[CH:11][C:12]([CH3:15])=[CH:13][CH:14]=1)(=[O:7])=[O:8])[CH2:2][CH2:3][CH3:4]. Procedure: Dissolve N-butyl-4-methyl-benzenesulfonamide (10 mmol) in tetrahydrofuran (50 mL) and add triphenylphosphine (10 mmol). Treat this with ethylene glycol (10 mmol) followed by addition of diethyl azodicarboxylate (10 mmol). Stir the reaction at 25° C. for 18 hours. Concentrate the reaction under vacuum. Purify the residue by flash chromatography (silica gel, toluene/ethyl acetate) to provide N-butyl-N-(2-hydroxy-ethyl)-4-methyl-benzenesulfonamide.